From a dataset of the Open Reaction Database (ORD), a public repository of structured organic reaction records. describe an organic reaction: reactants, conditions, products, and yield Reactants: O=C(OCC1OC(n2ccc(=O)[nH]c2=O)C(O)C1OC(=O)c1ccccc1)c1ccccc1, CN(C)c1ccncc1, ClCCCl, S=C(Cl)Oc1ccccc1. Yields the product O=C(OCC1OC(n2ccc(=O)[nH]c2=O)CC1OC(=O)c1ccccc1)c1ccccc1. RXN SMILES: [C:1]([c:2]1[cH:3][cH:4][cH:5][cH:6][cH:7]1)(=[O:8])[O:9][CH:10]1[CH:11]([OH:33])[CH:12]([n:25]2[c:26](=[O:27])[nH:28][c:29](=[O:30])[cH:31][cH:32]2)[O:13][CH:14]1[CH2:15][O:16][C:17]([c:18]1[cH:19][cH:20][cH:21][cH:22][cH:23]1)=[O:24].[CH3:48][N:49]([CH3:50])[c:51]1[cH:52][cH:53][n:54][cH:55][cH:56]1.[Cl:44][CH2:45][CH2:46][Cl:47].[O:34]([C:35]([Cl:36])=[S:37])[c:38]1[cH:39][cH:40][cH:41][cH:42][cH:43]1>>[C:1]([c:2]1[cH:3][cH:4][cH:5][cH:6][cH:7]1)(=[O:8])[O:9][CH:10]1[CH2:11][CH:12]([n:25]2[c:26](=[O:27])[nH:28][c:29](=[O:30])[cH:31][cH:32]2)[O:13][CH:14]1[CH2:15][O:16][C:17]([c:18]1[cH:19][cH:20][cH:21][cH:22][cH:23]1)=[O:24]. The reactants are crude product, C(C)(C)(C)OC(NC1=C(C=CC(=C1)N(C)C=1N=CC2=C(N1)SC(=N2)NC(C)=O)F)=O (tert-butyl(5-{[2-(acetylamino)[1,3]thiazolo[5,4-d]pyrimidin-5-yl](methyl)amino}-2-fluorophenyl)carbamate), C1(=CC=CC=C1)OC (anisole). Run in FC(C(=O)O)(F)F (trifluoroacetic acid). Yields the product NC=1C=C(C=CC1F)N(C=1N=CC2=C(N1)SC(=N2)NC(C)=O)C (N-{5-[(3-amino-4-fluorophenyl)(methyl)amino][1,3]thiazolo[5,4-d]pyrimidin-2-yl}acetamide). Isolated yield 90.0%. Reaction SMILES: C(OC(=O)[NH:7][C:8]1[CH:13]=[C:12]([N:14]([C:16]2[N:17]=[CH:18][C:19]3[N:24]=[C:23]([NH:25][C:26](=[O:28])[CH3:27])[S:22][C:20]=3[N:21]=2)[CH3:15])[CH:11]=[CH:10][C:9]=1[F:29])(C)(C)C.C1(OC)C=CC=CC=1>FC(F)(F)C(O)=O>[NH2:7][C:8]1[CH:13]=[C:12]([N:14]([CH3:15])[C:16]2[N:17]=[CH:18][C:19]3[N:24]=[C:23]([NH:25][C:26](=[O:28])[CH3:27])[S:22][C:20]=3[N:21]=2)[CH:11]=[CH:10][C:9]=1[F:29]. Procedure details: A solution of the above-mentioned crude product of tert-butyl(5-{[2-(acetylamino)[1,3]thiazolo[5,4-d]pyrimidin-5-yl](methyl)amino}-2-fluorophenyl)carbamate and anisole (1.5 mL) in trifluoroacetic acid (15 mL) was stirred at 0° C. for 2 hr. The reaction mixture was concentrated under reduced pressure, to the obtained residue was added saturated aqueous sodium hydrogen carbonate solution (50 mL), and the mixture was extracted with ethyl acetate/tetrahydrofuran mixture (1:1, 50 mL, 20 mL). The comb... Reactants: C(C1=CC=CC=C1)C=1C(C=2C=C(C=C3SC=4C=CC(=CC4N(C23)C1)Br)O)=O (2-benzyl-10-bromo-5-hydroxy-3H-pyrido[3,2,1-kl]phenothiazin-3-one), ClCCN1CCCCC1 (1-(2-chloroethyl)piperidine). Product: C(C1=CC=CC=C1)C=1C(C=2C=C(C=C3SC=4C=CC(=CC4N(C23)C1)Br)OCCN1CCCCC1)=O (2-benzyl-10-bromo-5-(2-(1-piperidyl)ethyloxy)-3H-pyrido[3,2,1-kl]phenothiazin-3-one). Yield: 60.2%. RXN SMILES: [CH2:1]([C:8]1[C:9](=[O:27])[C:10]2[CH:11]=[C:12]([OH:26])[CH:13]=[C:14]3[C:23]=2[N:22]([CH:24]=1)[C:21]1[CH:20]=[C:19]([Br:25])[CH:18]=[CH:17][C:16]=1[S:15]3)[C:2]1[CH:7]=[CH:6][CH:5]=[CH:4][CH:3]=1.Cl[CH2:29][CH2:30][N:31]1[CH2:36][CH2:35][CH2:34][CH2:33][CH2:32]1>>[CH2:1]([C:8]1[C:9](=[O:27])[C:10]2[CH:11]=[C:12]([O:26][CH2:29][CH2:30][N:31]3[CH2:36][CH2:35][CH2:34][CH2:33][CH2:32]3)[CH:13]=[C:14]3[C:23]=2[N:22]([CH:24]=1)[C:21]1[CH:20]=[C:19]([Br:25])[CH:18]=[CH:17][C:16]=1[S:15]3)[C:2]1[CH:3]=[CH:4][CH:5]=[CH:6][CH:7]=1. Reported procedure: According to Example 34, the compound (200 mg) produced in Example 70 was reacted with 1-(2-chloroethyl)piperidine (158 mg) to obtain the title compound (151 mg; 60%). The reactants are C[Si](CCOCN1N=C2C=CC(=CC2=C1)C=O)(C)C (2-(2-trimethylsilanyl-ethoxymethyl)-2H-indazole-5-carbaldehyde), BrC1=CN=C2N1N=C(C=C2)Cl (3-bromo-6-chloro-imidazo[1,2-b]pyridazine), C(C)[Mg]Br (ethylmagnesium bromide), [NH4+].[Cl-] (NH4Cl). Run in C1CCOC1 (THF), C1CCOC1 (THF), CCOCC (Et2O). Run at time 15 minute. The product is ClC=1C=CC=2N(N1)C(=CN2)C(O)C2=CC1=CN(N=C1C=C2)COCC[Si](C)(C)C ((rac)-(6-Chloro-imidazo[1,2-b]pyridazin-3-yl)-[2-(2-trimethylsilanyl-ethoxymethyl)-2H-indazol-5-yl]-methanol). As a reaction SMILES: Br[C:2]1[N:6]2[N:7]=[C:8]([Cl:11])[CH:9]=[CH:10][C:5]2=[N:4][CH:3]=1.C([Mg]Br)C.[CH3:16][Si:17]([CH3:34])([CH3:33])[CH2:18][CH2:19][O:20][CH2:21][N:22]1[CH:30]=[C:29]2[C:24]([CH:25]=[CH:26][C:27]([CH:31]=[O:32])=[CH:28]2)=[N:23]1.[NH4+].[Cl-]>C1COCC1.CCOCC>[Cl:11][C:8]1[CH:9]=[CH:10][C:5]2[N:6]([C:2]([CH:31]([C:27]3[CH:26]=[CH:25][C:24]4[C:29](=[CH:30][N:22]([CH2:21][O:20][CH2:19][CH2:18][Si:17]([CH3:34])([CH3:33])[CH3:16])[N:23]=4)[CH:28]=3)[OH:32])=[CH:3][N:4]=2)[N:7]=1 |f:3.4|. Procedure details: To a solution of 3-bromo-6-chloro-imidazo[1,2-b]pyridazine (465 mg, 2.0 mmol) in THF (60 mL) was added dropwise at rt a solution of ethylmagnesium bromide in Et2O (3 M, 1.0 mL). The temperature rose slightly (up to 27° C.) and the RM was stirred 15 min. Then a solution of 2-(2-trimethylsilanyl-ethoxymethyl)-2H-indazole-5-carbaldehyde (Stage 150.4, 829 mg, 3.00 mmol) in THF (8 mL) was added dropwise and the RM was then stirred 2 h at rt. The RM was then taken into a solution of NH4Cl and extracte... Reactants: C1CCOC1, COc1ccc(CN(Cc2ccc(OC)cc2)c2nc(C)nc(-c3cccnc3Nc3ccc(N)nc3)n2)cc1, O=C=Nc1ccccc1. Yields the product COc1ccc(CN(Cc2ccc(OC)cc2)c2nc(C)nc(-c3cccnc3Nc3ccc(NC(=O)Nc4ccccc4)nc3)n2)cc1. Reaction SMILES: [CH2:50]1[O:51][CH2:52][CH2:53][CH2:54]1.[CH3:1][O:2][c:3]1[cH:4][cH:5][c:6]([CH2:7][N:8]([c:9]2[n:10][c:11](-[c:16]3[c:17]([NH:22][c:23]4[cH:24][cH:25][c:26]([NH2:29])[n:27][cH:28]4)[n:18][cH:19][cH:20][cH:21]3)[n:12][c:13]([CH3:15])[n:14]2)[CH2:30][c:31]2[cH:32][cH:33][c:34]([O:37][CH3:38])[cH:35][cH:36]2)[cH:39][cH:40]1.[O:41]=[C:42]=[N:43][c:44]1[cH:45][cH:46][cH:47][cH:48][cH:49]1>>[CH3:1][O:2][c:3]1[cH:4][cH:5][c:6]([CH2:7][N:8]([c:9]2[n:10][c:11](-[c:16]3[c:17]([NH:22][c:23]4[cH:24][cH:25][c:26]([NH:29][C:42](=[O:41])[NH:43][c:44]5[cH:45][cH:46][cH:47][cH:48][cH:49]5)[n:27][cH:28]4)[n:18][cH:19][cH:20][cH:21]3)[n:12][c:13]([CH3:15])[n:14]2)[CH2:30][c:31]2[cH:32][cH:33][c:34]([O:37][CH3:38])[cH:35][cH:36]2)[cH:39][cH:40]1. Reactants: CN1C=CC=2C(=CC=CC12)C(=O)OC (methyl 1-methyl-4-indolecarboxylate), Cl.NC(=N)N (guanidine hydrochloride), C[O-].[Na+] (sodium methoxide). Solvent: CO (methanol). The product is Cl.CN1C=CC=2C(=CC=CC12)C(=O)NC(=N)N (1-methyl-4-indoloylguanidine hydrochloride). The yield is 66.1%. Reaction SMILES: [CH3:1][N:2]1[C:10]2[CH:9]=[CH:8][CH:7]=[C:6]([C:11]([O:13]C)=O)[C:5]=2[CH:4]=[CH:3]1.[ClH:15].[NH2:16][C:17]([NH2:19])=[NH:18].C[O-].[Na+]>CO>[ClH:15].[CH3:1][N:2]1[C:10]2[CH:9]=[CH:8][CH:7]=[C:6]([C:11]([NH:18][C:17]([NH2:19])=[NH:16])=[O:13])[C:5]=2[CH:4]=[CH:3]1 |f:1.2,3.4,6.7|. Reported procedure: The reaction was carried out in a manner similar to Example 1 except for using 0.85 g (4.49 mmol) of methyl 1-methyl-4-indolecarboxylate, 4.29 g (44.9 mmol) of guanidine hydrochloride and 50 ml of a methanol solution of 2.43 g (44.9 mmol) of sodium methoxide. Thus 0.75 g (66.1%) of 1-methyl-4-indoloylguanidine hydrochloride was obtained.